This data is from the Open Reaction Database (ORD), a public repository of structured organic reaction records. The task is: describe an organic reaction: reactants, conditions, products, and yield Reactants: CN(CCCC1C2=CC=CC=C2CC=2C=CC=CC12)C (9,10-dihydro-N,N-dimethyl-9-anthracenepropanamine), liquid, N (ammonia), [Li] (Lithium), C(C)O (ethanol), N (ammonia). The solvent is CCOCC (ether), CCOCC (ether), O (water). Conditions: time 15 minute. The product is CN(CCCC1C2=CC=CC=C2CC=2CC=CCC12)C (1,4,9,10-Tetrahydro-N,N-dimethyl-9-anthracenepropanamine). The yield is 97.6%. Reaction SMILES: [CH3:1][N:2]([CH3:20])[CH2:3][CH2:4][CH2:5][CH:6]1[C:19]2[CH:18]=[CH:17][CH:16]=[CH:15][C:14]=2[CH2:13][C:12]2[C:7]1=[CH:8][CH:9]=[CH:10][CH:11]=2.N.[Li].C(O)C>CCOCC.O>[CH3:20][N:2]([CH3:1])[CH2:3][CH2:4][CH2:5][CH:6]1[C:19]2[CH2:18][CH:17]=[CH:16][CH2:15][C:14]=2[CH2:13][C:12]2[C:7]1=[CH:8][CH:9]=[CH:10][CH:11]=2 |^1:21|. Procedure: A solution of 21.55 g of 9,10-dihydro-N,N-dimethyl-9-anthracenepropanamine in 100 ml of ether is added to 1 liter of liquid ammonia. Lithium ribbon (1.125 g) is added in several portions over a period of 5 minutes. After stirring for 15 minutes, absolute ethanol is added dropwise until the color is discharged (25 ml added in 30 minutes). More ether is added and the ammonia is boiled off. The mixture is then cooled in an ice bath and 500 ml of water is added. The layers are separated and the aque... Reactants: NCCC[Si](OCC)(OCC)OCC (aminopropyl triethoxy silane), C(C=C)(=O)Cl (acryloyl chloride). Solvent: CCOCC (ether), CCOCC (ether). Product: Cl.NCCC[Si](OCC)(OCC)OCC (aminopropyl triethoxy silane hydrochloride). RXN SMILES: [NH2:1][CH2:2][CH2:3][CH2:4][Si:5]([O:12][CH2:13][CH3:14])([O:9][CH2:10][CH3:11])[O:6][CH2:7][CH3:8].C([Cl:19])(=O)C=C>CCOCC>[ClH:19].[NH2:1][CH2:2][CH2:3][CH2:4][Si:5]([O:12][CH2:13][CH3:14])([O:6][CH2:7][CH3:8])[O:9][CH2:10][CH3:11] |f:3.4|. Procedure: To a solution of 66.3 g of aminopropyl triethoxy silane in 200 ccs of ether, a solution of 13.6 g of acryloyl chloride in 100 ccs of ether was added dropwise at 0° C. The white precipitate of aminopropyl triethoxy silane hydrochloride formed was filtered off by suction whereupon the ether filtrate was concentrated by evaporation and the residue was distilled. Reactants: CC1(C(C1C=NOCC(C)C)C(=O)O)C (2,2-dimethyl-3-((isobutoxyimino)methyl)cyclopropanecarboxylic acid), S(=O)(=O)(OC(C1=NC(=CC=C1)OC1=CC=CC=C1)C#N)C1=CC=C(C)C=C1 (cyano(6-phenoxy-2-pyridinyl)methyl tosylate). The reagents and catalysts are S(=O)(=O)(O)[O-].C(CCC)[N+](CCCC)(CCCC)CCCC (tetrabutylammonium hydrogen sulfate). The solvent is C1(=CC=CC=C1)C (toluene), C([O-])([O-])=O.[K+].[K+] (potassium carbonate), O (water). Reaction conditions: temperature 75 celsius, time 10 minute. Yields the product CC1(C(C1C=NOCC(C)C)C(=O)OC(C1=NC(=CC=C1)OC1=CC=CC=C1)C#N)C (CYANO(6-PHENOXY-2-PYRIDINYL)METHYL 2,2-DIMETHYL-3-((ISOBUTOXYIMINO)METHYL)CYCLOPROPANECARBOXYLATE). The yield is 9.6%. As a reaction SMILES: [CH3:1][C:2]1([CH3:15])[CH:4]([CH:5]=[N:6][O:7][CH2:8][CH:9]([CH3:11])[CH3:10])[CH:3]1[C:12]([OH:14])=[O:13].S(C1C=CC(C)=CC=1)(O[CH:20]([C:34]#[N:35])[C:21]1[CH:26]=[CH:25][CH:24]=[C:23]([O:27][C:28]2[CH:33]=[CH:32][CH:31]=[CH:30][CH:29]=2)[N:22]=1)(=O)=O>C1(C)C=CC=CC=1.S([O-])(O)(=O)=O.C([N+](CCCC)(CCCC)CCCC)CCC.C(=O)([O-])[O-].[K+].[K+].O>[CH3:15][C:2]1([CH3:1])[CH:4]([CH:5]=[N:6][O:7][CH2:8][CH:9]([CH3:11])[CH3:10])[CH:3]1[C:12]([O:14][CH:20]([C:34]#[N:35])[C:21]1[CH:26]=[CH:25][CH:24]=[C:23]([O:27][C:28]2[CH:29]=[CH:30][CH:31]=[CH:32][CH:33]=2)[N:22]=1)=[O:13] |f:3.4,5.6.7|. Procedure details: To a solution of 0.95 g of 2,2-dimethyl-3-((isobutoxyimino)methyl)cyclopropanecarboxylic acid and 1.70 g of cyano(6-phenoxy-2-pyridinyl)methyl tosylate in 30 ml of toluene was added 200 mg of tetrabutylammonium hydrogen sulfate. To this mixture was added in one portion 0.75 g of potassium carbonate dissolved in 10 ml of water. The reaction mixture turned from yellow to bright purple in 30 seconds. The reaction mixture was stirred vigorously and heated to 75° C. The purple color disappeared after... Starting materials: O=C([O-])[O-], COC(=O)Nc1ccc(-c2nc(C(Cc3ccccc3)NC(=O)OC(C)(C)C)[nH]c2Cl)cc1, COC(=O)Nc1ccc(B(O)O)cc1, COCCOC, [K+], [K+], O. Yields the product COC(=O)Nc1ccc(-c2c[nH]c(C(Cc3ccccc3)NC(=O)OC(C)(C)C)n2)cc1. Reaction SMILES: [C:48](=[O:49])([O-:50])[O-:51].[CH3:1][O:2][C:3]([NH:4][c:5]1[cH:6][cH:7][c:8](-[c:11]2[n:12][c:13]([CH:17]([CH2:18][c:19]3[cH:20][cH:21][cH:22][cH:23][cH:24]3)[NH:25][C:26](=[O:27])[O:28][C:29]([CH3:30])([CH3:31])[CH3:32])[nH:14][c:15]2[Cl:16])[cH:9][cH:10]1)=[O:33].[CH3:34][O:35][C:36]([NH:37][c:38]1[cH:39][cH:40][c:41]([B:42]([OH:43])[OH:44])[cH:45][cH:46]1)=[O:47].[CH3:54][O:55][CH2:56][CH2:57][O:58][CH3:59].[K+:52].[K+:53].[OH2:60]>>[CH3:1][O:2][C:3]([NH:4][c:5]1[cH:6][cH:7][c:8](-[c:11]2[n:12][c:13]([CH:17]([CH2:18][c:19]3[cH:20][cH:21][cH:22][cH:23][cH:24]3)[NH:25][C:26](=[O:27])[O:28][C:29]([CH3:30])([CH3:31])[CH3:32])[nH:14][cH:15]2)[cH:9][cH:10]1)=[O:33]. Reactants: O=C1C=C(CC(C)(C)C1)C (isophorone), C(C)(C)(C)OO (t-butyl hydroperoxide), S(O)(O)(=O)=O (sulfuric acid). Solvent: CCCCC (pentane). Run at temperature 25 celsius, time 5 hour. The product is CC1(CC(CC(C1)(C)C)=O)OOC(C)(C)C (3,5,5-TRIMETHYL-3-(t-BUTYLPEROXY)CYCLOHEXANONE). As a reaction SMILES: [O:1]=[C:2]1[CH2:9][C:6]([CH3:8])([CH3:7])[CH2:5][C:4]([CH3:10])=[CH:3]1.[C:11]([O:15][OH:16])([CH3:14])([CH3:13])[CH3:12].S(=O)(=O)(O)O>CCCCC>[CH3:10][C:4]1([O:16][O:15][C:11]([CH3:14])([CH3:13])[CH3:12])[CH2:5][C:6]([CH3:8])([CH3:7])[CH2:9][C:2](=[O:1])[CH2:3]1. Procedure: A reaction mixture of 6.9 g. (0.05 mole) of isophorone, 23.20 g. (0.2 mole) of dry 81% t-butyl hydroperoxide and 25 ml. of pentane was cooled to 10° C. and 5.70 g. of 77% sulfuric acid added slowly over 45 minutes. The reaction mixture was allowed to warm to 25° C. and stirred at 25° C. for five hours. The pentane solution of the product was washed with water, and sodium bisulfite solution and then dried over anhydrous magnesium sulfate. The product weighing 9.35 g., was obtained by stripping un... The reactants are FC1=CC=C(C=C1)C1=NC2=CC=C(C=C2N=C1N1CCCC2=CC(=CC=C12)OC)C(=O)OC (methyl 2-(4-fluorophenyl)-3-(6-methoxy-1,2,3,4-tetrahydroquinolin-1-yl)quinoxaline-6-carboxylate), [OH-].[Na+] (sodium hydroxide). Solvent: O (water), CO (MeOH). Run at time 8 hour. Product: FC1=CC=C(C=C1)C1=NC2=CC=C(C=C2N=C1N1CCCC2=CC(=CC=C12)OC)C(=O)O (2-(4-fluorophenyl)-3-(6-methoxy-1,2,3,4-tetrahydroquinolin-1-yl)quinoxaline-6-carboxylic acid). Yield: 64.7%. RXN SMILES: [F:1][C:2]1[CH:7]=[CH:6][C:5]([C:8]2[C:17]([N:18]3[C:27]4[C:22](=[CH:23][C:24]([O:28][CH3:29])=[CH:25][CH:26]=4)[CH2:21][CH2:20][CH2:19]3)=[N:16][C:15]3[C:10](=[CH:11][CH:12]=[C:13]([C:30]([O:32]C)=[O:31])[CH:14]=3)[N:9]=2)=[CH:4][CH:3]=1.[OH-].[Na+]>O.CO>[F:1][C:2]1[CH:7]=[CH:6][C:5]([C:8]2[C:17]([N:18]3[C:27]4[C:22](=[CH:23][C:24]([O:28][CH3:29])=[CH:25][CH:26]=4)[CH2:21][CH2:20][CH2:19]3)=[N:16][C:15]3[C:10](=[CH:11][CH:12]=[C:13]([C:30]([OH:32])=[O:31])[CH:14]=3)[N:9]=2)=[CH:4][CH:3]=1 |f:1.2|. Reported procedure: To a solution of methyl 2-(4-fluorophenyl)-3-(6-methoxy-1,2,3,4-tetrahydroquinolin-1-yl)quinoxaline-6-carboxylate (80 mg, 0.18 mmol) in water (1 mL) and MeOH (15 mL) was added sodium hydroxide (29 mg, 0.72 mmol) with stifling overnight at room temperature. The reaction mixture was concentrated under vacuum, dissolved in water (30 mL), adjusted to pH 5 with hydrogen chloride (3 N) to give the precipitation, which was collected by filtration to afford 2-(4-fluorophenyl)-3-(6-methoxy-1,2,3,4-tetrah... Starting materials: CCN1CCc2[nH]c3ccc(C)cc3c2C1, CC(C)NC(C)C, ClCc1ccccc1, O=C([O-])C(F)(F)F. Product: CCN1CCc2c(c3cc(C)ccc3n2Cc2ccccc2)C1. As a reaction SMILES: [CH2:1]([CH3:2])[N:3]1[CH2:4][c:5]2[c:6]([nH:7][c:8]3[cH:9][cH:10][c:11]([CH3:14])[cH:12][c:13]23)[CH2:15][CH2:16]1.[CH:32]([NH:33][CH:34]([CH3:35])[CH3:36])([CH3:37])[CH3:38].[Cl:17][CH2:18][c:19]1[cH:20][cH:21][cH:22][cH:23][cH:24]1.[O-:25][C:26]([C:27]([F:28])([F:29])[F:30])=[O:31]>>[CH2:1]([CH3:2])[N:3]1[CH2:4][c:5]2[c:6]([n:7]([CH2:18][c:19]3[cH:20][cH:21][cH:22][cH:23][cH:24]3)[c:8]3[cH:9][cH:10][c:11]([CH3:14])[cH:12][c:13]23)[CH2:15][CH2:16]1.